Task: describe an organic reaction: reactants, conditions, products, and yield. Dataset: the Open Reaction Database (ORD), a public repository of structured organic reaction records The reactants are NC1=[N+](C(=C(N=C1CO)OCC1=CC=CC=C1)CC(C)C)[O-] (2-amino-5-benzyloxy-3-hydroxymethyl-6-isobutylpyrazine 1-oxide), cuprous chloride, cupric chloride, C(C)#N (acetonitrile), N(=O)OCCC(C)C (isoamyl nitrite), Cl (hydrochloric acid). Solvent: C(C)OCC (diethyl ether). Conditions: time 10 minute. Product: C(C1=CC=CC=C1)OC=1C(=[N+](C(=C(N1)CO)Cl)[O-])CC(C)C (3-benzyloxy-6-chloro- 5-hydroxymethyl-2-isobutylpyrazine 1-oxide). Reaction SMILES: N[C:2]1[C:7]([CH2:8][OH:9])=[N:6][C:5]([O:10][CH2:11][C:12]2[CH:17]=[CH:16][CH:15]=[CH:14][CH:13]=2)=[C:4]([CH2:18][CH:19]([CH3:21])[CH3:20])[N+:3]=1[O-:22].C(#N)C.N(OCCC(C)C)=O.[ClH:34]>C(OCC)C>[CH2:11]([O:10][C:5]1[C:4]([CH2:18][CH:19]([CH3:21])[CH3:20])=[N+:3]([O-:22])[C:2]([Cl:34])=[C:7]([CH2:8][OH:9])[N:6]=1)[C:12]1[CH:17]=[CH:16][CH:15]=[CH:14][CH:13]=1. Procedure: There were mixed 2.17 g of 2-amino-5-benzyloxy-3-hydroxymethyl-6-isobutylpyrazine 1-oxide, 2.89 g of cuprous chloride, 1.42 g of cupric chloride and 22 ml of acetonitrile, and the mixture was stirred for 10 minutes at room temperature. Thereto was added 2.88 ml of isoamyl nitrite at room temperature. The mixture was stirred for 30 minutes, whereby an exothermic reaction of 40°-45° C. was taken place. (No cooling was made.) To the reaction mixture were added 60 ml of 2% hydrochloric acid and 50 m... Reactants: [AlH4-], COc1ccc(CNC=O)c(OC)c1, [Li+]. The product is CNCc1ccc(OC)cc1OC. RXN SMILES: [AlH4-:16].[CH3:1][O:2][c:3]1[c:4]([CH2:5][NH:6][CH:7]=[O:8])[cH:9][cH:10][c:11]([O:13][CH3:14])[cH:12]1.[Li+:15]>>[CH3:1][O:2][c:3]1[c:4]([CH2:5][NH:6][CH3:7])[cH:9][cH:10][c:11]([O:13][CH3:14])[cH:12]1. Reactants: N1=CN=CC2=CC=CC(=C12)N (quinazolin-8-ylamine), N1=CN=CC2=CC=CC(=C12)N (quinazolin-8-ylamine), C1(=CC=CC=C1)S(=O)(=O)Cl (benzene sulfonyl chloride). The reagents and catalysts are CN(C)C=1C=CN=CC1 (DMAP). The solvent is N1=CC=CC=C1 (pyridine). Product: N1=CN=CC2=CC=CC(=C12)NS(=O)(=O)C1=CC=CC=C1 (N-Quinazolin-8-yl-benzenesulfonamide). Isolated yield 25.6%. RXN SMILES: [N:1]1[C:10]2[C:5](=[CH:6][CH:7]=[CH:8][C:9]=2[NH2:11])[CH:4]=[N:3][CH:2]=1.[C:12]1([S:18](Cl)(=[O:20])=[O:19])[CH:17]=[CH:16][CH:15]=[CH:14][CH:13]=1>CN(C1C=CN=CC=1)C.N1C=CC=CC=1>[N:1]1[C:10]2[C:5](=[CH:6][CH:7]=[CH:8][C:9]=2[NH:11][S:18]([C:12]2[CH:17]=[CH:16][CH:15]=[CH:14][CH:13]=2)(=[O:20])=[O:19])[CH:4]=[N:3][CH:2]=1. Procedure details: In a similar fashion using route 14 general procedure 27, quinazolin-8-ylamine (Intermediate 480) (60 mg, 0.41 mmol), benzene sulfonyl chloride (94 mg, 0.53 mmol), DMAP (cat.) and pyridine (1 ml) at 150° C. for 2.5 h, gave title compound (30 mg, 54%) after purification by column chromatography with DCM as the eluent. Conditions: time 0.5 hour. The product is FC(C1=CC=C(CN(C(C(Cl)Cl)=O)C(C)C)C=C1)(F)F (N-(4-trifluoromethylbenzyl)-N-isopropyl-dichloroacetamide). The yield is 66.3%. Procedure details: A solution of 21.7 g of N-(4-trifluoromethylbenzyl)-N-isopropyl-amine is added while stirring in a 4 neck-flask with 20 ml of 20% sodium-hydroxide solution. The reaction-mixture is then cooled while stirring in an alcohol/CO2 -bath to a temperature of from -10° to -5° whereupon 14.7 g of dichloroacetyl chloride is added slowly, dropwise thereto. After about 1/2 hour, when everything is added, the cooling-bath is removed and the reaction mixture is stirred for 2 hours until it reaches room temper... As a reaction SMILES: [F:1][C:2]([F:15])([F:14])[C:3]1[CH:13]=[CH:12][C:6]([CH2:7][NH:8][CH:9]([CH3:11])[CH3:10])=[CH:5][CH:4]=1.[Cl:16][CH:17]([Cl:21])[C:18](Cl)=[O:19]>>[F:1][C:2]([F:14])([F:15])[C:3]1[CH:13]=[CH:12][C:6]([CH2:7][N:8]([CH:9]([CH3:11])[CH3:10])[C:18](=[O:19])[CH:17]([Cl:21])[Cl:16])=[CH:5][CH:4]=1. Starting materials: FC(C1=CC=C(CNC(C)C)C=C1)(F)F (N-(4-trifluoromethylbenzyl)-N-isopropyl-amine), alcohol CO2, ClC(C(=O)Cl)Cl (dichloroacetyl chloride). The reactants are BrC1=CC(=C(C=C1Cl)C(C)=O)O (1-(4-bromo-5-chloro-2-hydroxyphenyl)ethanone), CN(C=O)C (N,N-dimethylformamide), CC1(C2=CC=CC(=C2OC=2C(=CC=CC12)P(C1=CC=CC=C1)C1=CC=CC=C1)P(C1=CC=CC=C1)C1=CC=CC=C1)C ((9,9-dimethyl-9H-xanthene-4,5-diyl)bis(diphenylphosphine)). The reagents and catalysts are [C-]#N.[Zn+2].[C-]#N (zinc cyanide), C=1C=CC(=CC1)/C=C/C(=O)/C=C/C2=CC=CC=C2.C=1C=CC(=CC1)/C=C/C(=O)/C=C/C2=CC=CC=C2.C=1C=CC(=CC1)/C=C/C(=O)/C=C/C2=CC=CC=C2.[Pd].[Pd] (tris(dibenzylideneacetone)dipalladium(0)). Reaction conditions: temperature 120 celsius. Product: C(C)(=O)C1=CC(=C(C#N)C=C1O)Cl (4-acetyl-2-chloro-5-hydroxybenzonitrile). Isolated yield 72.0%. Reaction SMILES: Br[C:2]1[C:7]([Cl:8])=[CH:6][C:5]([C:9](=[O:11])[CH3:10])=[C:4]([OH:12])[CH:3]=1.CC1(C)C2C=CC=C(P(C3C=CC=CC=3)C3C=CC=CC=3)C=2OC2C1=CC=CC=2P(C1C=CC=CC=1)C1C=CC=CC=1.[CH3:55][N:56](C)C=O>[C-]#N.[Zn+2].[C-]#N.C1C=CC(/C=C/C(/C=C/C2C=CC=CC=2)=O)=CC=1.C1C=CC(/C=C/C(/C=C/C2C=CC=CC=2)=O)=CC=1.C1C=CC(/C=C/C(/C=C/C2C=CC=CC=2)=O)=CC=1.[Pd].[Pd]>[C:9]([C:5]1[C:4]([OH:12])=[CH:3][C:2]([C:55]#[N:56])=[C:7]([Cl:8])[CH:6]=1)(=[O:11])[CH3:10] |f:3.4.5,6.7.8.9.10|. Procedure details: 1-(4-bromo-5-chloro-2-hydroxyphenyl)ethanone (6.2 g, 25 mmol) was combined with zinc cyanide (4.4 g, 37 mmol) in N,N-dimethylformamide (40 mL) degassed with nitrogen and tris(dibenzylideneacetone)dipalladium(0) (0.38 g, 0.42 mmol) and (9,9-dimethyl-9H-xanthene-4,5-diyl)bis(diphenylphosphine) (0.57 g, 0.99 mmol) were added. The reaction was degassed with nitrogen and heated to 120° C. and monitored by LC/MS. After heating for 2 hrs, the reaction was allowed to cool to room temperature, diluted wi... Reactants: Cc1cc(C#N)cc(C)c1C(=O)O, CCN=C=NCCCN(C)C, CCN(C(C)C)C(C)C, COc1ccc(N(Cc2cnccc2C)C2CCN(C(C)CCN)CC2)cc1, CN(C)C=O, On1nnc2ccccc21. Yields the product COc1ccc(N(Cc2cnccc2C)C2CCN(C(C)CCNC(=O)c3c(C)cc(C#N)cc3C)CC2)cc1. As a reaction SMILES: [C:50](#[N:51])[c:52]1[cH:53][c:54]([CH3:62])[c:55]([C:56](=[O:57])[OH:58])[c:59]([CH3:61])[cH:60]1.[CH3:29][CH2:30][N:31]=[C:32]=[N:33][CH2:34][CH2:35][CH2:36][N:37]([CH3:38])[CH3:39].[CH:63]([N:64]([CH2:65][CH3:66])[CH:67]([CH3:68])[CH3:69])([CH3:70])[CH3:71].[NH2:1][CH2:2][CH2:3][CH:4]([CH3:5])[N:6]1[CH2:7][CH2:8][CH:9]([N:12]([CH2:13][c:14]2[cH:15][n:16][cH:17][cH:18][c:19]2[CH3:20])[c:21]2[cH:22][cH:23][c:24]([O:27][CH3:28])[cH:25][cH:26]2)[CH2:10][CH2:11]1.[O:72]=[CH:73][N:74]([CH3:75])[CH3:76].[OH:40][n:41]1[c:42]2[c:43]([cH:44][cH:45][cH:46][cH:47]2)[n:48][n:49]1>>[NH:1]([CH2:2][CH2:3][CH:4]([CH3:5])[N:6]1[CH2:7][CH2:8][CH:9]([N:12]([CH2:13][c:14]2[cH:15][n:16][cH:17][cH:18][c:19]2[CH3:20])[c:21]2[cH:22][cH:23][c:24]([O:27][CH3:28])[cH:25][cH:26]2)[CH2:10][CH2:11]1)[C:56]([c:55]1[c:54]([CH3:62])[cH:53][c:52]([C:50]#[N:51])[cH:60][c:59]1[CH3:61])=[O:57]. Reactants: B, CSC, N#CCCc1ccc(F)cc1. The product is NCCCc1ccc(F)cc1. RXN SMILES: [BH3:15].[CH3:12][S:13][CH3:14].[F:1][c:2]1[cH:3][cH:4][c:5]([CH2:8][CH2:9][C:10]#[N:11])[cH:6][cH:7]1>>[F:1][c:2]1[cH:3][cH:4][c:5]([CH2:8][CH2:9][CH2:10][NH2:11])[cH:6][cH:7]1.